This data is from the Open Reaction Database (ORD), a public repository of structured organic reaction records. The task is: describe an organic reaction: reactants, conditions, products, and yield Reactants: solution, C(C1=CC=CC=C1)N1CC2=CC=C(C=C2C1)C1(CCOCC1)O (4-(2-benzyl-2,3-dihydro-1H-isoindol-5-yl)-tetrahydro-pyran-4-ol). Reagents/catalysts: [Pd] (palladium on charcoal). Run in CO (methanol). Conditions: time 3 hour. The product is C1NCC2=CC(=CC=C12)C1(CCOCC1)O (4-(2,3-Dihydro-1H-isoindol-5-yl)-tetrahydro-pyran-4-ol). The yield is 100.0%. RXN SMILES: C([N:8]1[CH2:16][C:15]2[C:10](=[CH:11][CH:12]=[C:13]([C:17]3([OH:23])[CH2:22][CH2:21][O:20][CH2:19][CH2:18]3)[CH:14]=2)[CH2:9]1)C1C=CC=CC=1>CO.[Pd]>[CH2:9]1[C:10]2[C:15](=[CH:14][C:13]([C:17]3([OH:23])[CH2:22][CH2:21][O:20][CH2:19][CH2:18]3)=[CH:12][CH:11]=2)[CH2:16][NH:8]1. Reported procedure: To a stirred solution 0.39 mmol 4-(2-benzyl-2,3-dihydro-1H-isoindol-5-yl)-tetrahydro-pyran-4-ol in 20 ml methanol was added 40 mg 10% palladium on charcoal and the mixture was stirred under an atmosphere of hydrogen for 3 h. The reaction mixture was then filtered and the filtrate was concentrated in vacuo to yield the title compound as a yellow solid (100% yield). MS (m/e): 220.3 ([M+H]+, 100%). Starting materials: Br, Br, O=C(CCC(=O)N1CCCC1C(=O)O)c1ccccc1, CC(=O)O. Reaction SMILES: [Br:22].[BrH:21].[C:1]([c:2]1[cH:3][cH:4][cH:5][cH:6][cH:7]1)(=[O:8])[CH2:9][CH2:10][C:11](=[O:12])[N:13]1[CH:14]([C:15](=[O:16])[OH:17])[CH2:18][CH2:19][CH2:20]1.[CH3:23][C:24](=[O:25])[OH:26]>>[C:1]([c:2]1[cH:3][cH:4][cH:5][cH:6][cH:7]1)(=[O:8])[CH:9]([CH2:10][C:11](=[O:12])[N:13]1[CH:14]([C:15](=[O:16])[OH:17])[CH2:18][CH2:19][CH2:20]1)[Br:21]. The product is O=C(c1ccccc1)C(Br)CC(=O)N1CCCC1C(=O)O. The reactants are CC(C)(C)O, COC(=O)Cc1cscc1Nc1c(Cl)cccc1Cl, O=S(=O)(O)O. Yields the product CC(C)(C)OC(=O)Cc1cscc1Nc1c(Cl)cccc1Cl. Reaction SMILES: [C:25]([CH3:26])([CH3:27])([CH3:28])[OH:29].[CH3:1][O:2][C:3]([CH2:4][c:5]1[cH:6][s:7][cH:8][c:9]1[NH:10][c:11]1[c:12]([Cl:18])[cH:13][cH:14][cH:15][c:16]1[Cl:17])=[O:19].[S:20](=[O:21])(=[O:22])([OH:23])[OH:24]>>[O:2]=[C:3]([CH2:4][c:5]1[cH:6][s:7][cH:8][c:9]1[NH:10][c:11]1[c:12]([Cl:18])[cH:13][cH:14][cH:15][c:16]1[Cl:17])[O:29][C:25]([CH3:26])([CH3:27])[CH3:28]. Reactants: ( 338.1503 ), ( 338.1505 ), [OH-].[Li+] (lithium hydroxide), CN(C(=O)CC1=C(N=C2N1C=C(C=C2)C(=O)OC)C2=CC=C(C=C2)C)C (methyl 3-dimethylcarbamoylmethyl-2-(4-tolyl)imidazo[1,2-a]pyridine-6-carboxylate). The solvent is O1CCCC1 (tetrahydrofuran), C(Cl)(Cl)Cl.CO (chloroform methanol). Conditions: time 8 hour. The product is CN(C(=O)CC1=C(N=C2N1C=C(C=C2)C(=O)O)C2=CC=C(C=C2)C)C (3-dimethylcarbamoylmethyl-2-(4-tolyl)imidazo[1,2-a]pyridine-6-carboxylic acid). RXN SMILES: [OH-].[Li+].[CH3:3][N:4]([CH3:28])[C:5]([CH2:7][C:8]1[N:12]2[CH:13]=[C:14]([C:17]([O:19]C)=[O:18])[CH:15]=[CH:16][C:11]2=[N:10][C:9]=1[C:21]1[CH:26]=[CH:25][C:24]([CH3:27])=[CH:23][CH:22]=1)=[O:6]>O1CCCC1.C(Cl)(Cl)Cl.CO>[CH3:28][N:4]([CH3:3])[C:5]([CH2:7][C:8]1[N:12]2[CH:13]=[C:14]([C:17]([OH:19])=[O:18])[CH:15]=[CH:16][C:11]2=[N:10][C:9]=1[C:21]1[CH:22]=[CH:23][C:24]([CH3:27])=[CH:25][CH:26]=1)=[O:6] |f:0.1,4.5|. Procedure details: 1M lithium hydroxide (84 ml, 15.4 mmol) was added dropwise to a solution of 6 (3.0 g, 8.53 mmol) in tetrahydrofuran (THF) (100 ml) and the solution stirred at room temperature overnight. Solvent was removed and the aqueous phase washed with chloroform, neutralized to pH 7 with 1M HCl and evaporated to dryness. The solid obtained was suspended in chloroform:methanol (9:1) (100 ml) and stirred for 1 h. The solid was removed by filtration, dried and purified by chromatography (chloroform:methanol, ... Reactants: COC(=O)C1=NC(=NC(=C1)C)N1[C@@H](C[C@H](C1)SC(C1=CC=CC=C1)(C1=CC=CC=C1)C1=CC=CC=C1)COCC1=C(C=C(C(=C1)F)F)F ((2S,4R)-6-Methyl-2-[2-(2,4,5-trifluoro-benzyloxymethyl)-4-tritylsulfanyl-pyrrolidin-1-yl]-pyrimidine-4-carboxylic acid methyl ester), ester. Solvent: O1CCOCC1 (dioxane). Product: CC1=CC(=NC(=N1)N1[C@@H](C[C@H](C1)SC(C1=CC=CC=C1)(C1=CC=CC=C1)C1=CC=CC=C1)COCC1=C(C=C(C(=C1)F)F)F)C(=O)O ((2S,4R)-6-Methyl-2-[2-(2,4,5-trifluoro-benzyloxymethyl)-4-tritylsulfanyl-pyrrolidin-1-yl]-pyrimidine-4-carboxylic acid). Reaction SMILES: C[O:2][C:3]([C:5]1[CH:10]=[C:9]([CH3:11])[N:8]=[C:7]([N:12]2[CH2:16][C@H:15]([S:17][C:18]([C:31]3[CH:36]=[CH:35][CH:34]=[CH:33][CH:32]=3)([C:25]3[CH:30]=[CH:29][CH:28]=[CH:27][CH:26]=3)[C:19]3[CH:24]=[CH:23][CH:22]=[CH:21][CH:20]=3)[CH2:14][C@H:13]2[CH2:37][O:38][CH2:39][C:40]2[CH:45]=[C:44]([F:46])[C:43]([F:47])=[CH:42][C:41]=2[F:48])[N:6]=1)=[O:4]>O1CCOCC1>[CH3:11][C:9]1[N:8]=[C:7]([N:12]2[CH2:16][C@H:15]([S:17][C:18]([C:19]3[CH:24]=[CH:23][CH:22]=[CH:21][CH:20]=3)([C:25]3[CH:26]=[CH:27][CH:28]=[CH:29][CH:30]=3)[C:31]3[CH:32]=[CH:33][CH:34]=[CH:35][CH:36]=3)[CH2:14][C@H:13]2[CH2:37][O:38][CH2:39][C:40]2[CH:45]=[C:44]([F:46])[C:43]([F:47])=[CH:42][C:41]=2[F:48])[N:6]=[C:5]([C:3]([OH:4])=[O:2])[CH:10]=1. Procedure: (2S,4R)-6-Methyl-2-[2-(2,4,5-trifluoro-benzyloxymethyl)-4-tritylsulfanyl-pyrrolidin-1-yl]-pyrimidine-4-carboxylic acid methyl ester was hydrolyzed following the general method for hydrolysis of an ester (ETOH/dioxane) to give (2S,4R)-6-Methyl-2-[2-(2,4,5-trifluoro-benzyloxymethyl)-4-tritylsulfanyl-pyrrolidin-1-yl]-pyrimidine-4-carboxylic acid, MS: 656 (MH+). Starting materials: FC1=C(C=C(C(=O)N[C@](CC(=O)O)(C2=CC=C(C=C2)F)C2=CC(=CC(=C2)OC(C(F)F)(F)F)F)C=C1)C(F)(F)F ((R)-3-(4-fluoro-3-(trifluoromethyl)benzamido)-3-(3-fluoro-5-(1,1,2,2-tetrafluoroethoxy)phenyl)-3-(4-fluorophenyl)propanoic acid), C=1C=CC(=CC1)P(=O)(C=2C=CC=CC2)N=[N+]=[N-] (DPPA), TEA, CO (MeOH), C(=O)([O-])[O-].[K+].[K+] (K2CO3). Run in C1(=CC=CC=C1)C (toluene). Reaction conditions: temperature 100 celsius. The product is FC1=C(C=C(C(=O)N[C@](CC(=O)OC)(C2=CC=C(C=C2)F)C2=CC(=CC(=C2)OC(C(F)F)(F)F)F)C=C1)C(F)(F)F ((R)-methyl 3-(4-fluoro-3-(trifluoromethyl)benzamido)-3-(3-fluoro-5-(1,1,2,2-tetrafluoroethoxy)phenyl)-3-(4-fluorophenyl)propanoate). Isolated yield 15.2%. RXN SMILES: [F:1][C:2]1[CH:36]=[CH:35][C:5]([C:6]([NH:8][C@@:9]([C:21]2[CH:26]=[C:25]([O:27][C:28]([F:33])([F:32])[CH:29]([F:31])[F:30])[CH:24]=[C:23]([F:34])[CH:22]=2)([C:14]2[CH:19]=[CH:18][C:17]([F:20])=[CH:16][CH:15]=2)[CH2:10][C:11]([OH:13])=[O:12])=[O:7])=[CH:4][C:3]=1[C:37]([F:40])([F:39])[F:38].[CH:41]1C=CC(P(N=[N+]=[N-])(C2C=CC=CC=2)=O)=CC=1.CO.C([O-])([O-])=O.[K+].[K+]>C1(C)C=CC=CC=1>[F:1][C:2]1[CH:36]=[CH:35][C:5]([C:6]([NH:8][C@@:9]([C:21]2[CH:26]=[C:25]([O:27][C:28]([F:32])([F:33])[CH:29]([F:31])[F:30])[CH:24]=[C:23]([F:34])[CH:22]=2)([C:14]2[CH:15]=[CH:16][C:17]([F:20])=[CH:18][CH:19]=2)[CH2:10][C:11]([O:13][CH3:41])=[O:12])=[O:7])=[CH:4][C:3]=1[C:37]([F:40])([F:39])[F:38] |f:3.4.5|. Procedure details: To a solution of (R)-3-(4-fluoro-3-(trifluoromethyl)benzamido)-3-(3-fluoro-5-(1,1,2,2-tetrafluoroethoxy)phenyl)-3-(4-fluorophenyl)propanoic acid (32 mg, 0.055 mmol) in toluene (0.5 mL) was added DPPA (18 mg, 0.066 mmol) and TEA (7 mg, 0.066 mmol). The reaction mixture was heated at 100° C. for 1 h followed by the addition of MeOH and TEA. The reaction was heated at 65° C. overnight. Excess K2CO3 was added and the reaction was heated to reflux for 3 h. The reaction mixture was concentrated and th... Reactants: ClC1=CC=C(C=C1)C(F)(F)F (4-chlorobenzotrifluoride), N1CCCCC1 (piperidine), CC(C)([O-])C.[K+] (potassium tert-butoxide), [Br-].[Li+] (lithium bromide), palladacycle, trans-di(μ-aceto)-bis[o[di-o-tolylphosphino)benzyl]dipalladium(II). Run in C1(=CC=CC=C1)C (toluene). Product: FC(C1=CC=C(C=C1)N1CCCCC1)(F)F (4-Trifluoromethylphenylpiperidine), FC(C=1C=C(C=CC1)N1CCCCC1)(F)F (3-trifluoromethylphenylpiperidine). As a reaction SMILES: Cl[C:2]1[CH:7]=[CH:6][C:5]([C:8]([F:11])([F:10])[F:9])=[CH:4][CH:3]=1.[NH:12]1[CH2:17][CH2:16][CH2:15][CH2:14][CH2:13]1.CC(C)([O-])C.[K+].[Br-].[Li+]>C1(C)C=CC=CC=1>[F:9][C:8]([F:11])([F:10])[C:5]1[CH:6]=[CH:7][C:2]([N:12]2[CH2:17][CH2:16][CH2:15][CH2:14][CH2:13]2)=[CH:3][CH:4]=1.[F:9][C:8]([F:11])([F:10])[C:5]1[CH:4]=[C:3]([N:12]2[CH2:17][CH2:16][CH2:15][CH2:14][CH2:13]2)[CH:2]=[CH:7][CH:6]=1 |f:2.3,4.5|. Procedure: In accordance with the GWI, 2.0 mmol of 4-chlorobenzotrifluoride, 2.4 mmol of piperidine, 2.8 mmol of potassium tert-butoxide, 0.4 mmol of lithium bromide, 1.0 mol-% (9.4 mg) of palladacycle ((trans-di(μ-aceto)-bis[o[di-o-tolylphosphino)benzyl]dipalladium(II) in 10 ml of toluene are reacted. 4-Trifluoromethylphenylpiperidine and 3-trifluoromethylphenylpiperidine in the ratio 6:1 are obtained in 65% yield.